This data is from the Open Reaction Database (ORD), a public repository of structured organic reaction records. The task is: describe an organic reaction: reactants, conditions, products, and yield The reactants are S(=S)(=O)([O-])[O-].[Na+].[Na+] (sodium thiosulfate), C[Si](C)(C)Cl (trimethylsilylchloride), [I-].[Na+] (sodium iodide), OC1=C(C=NC2=CC=C(N=C12)OC)C(CC)=O (1-(4-hydroxy-6-methoxy-1,5-naphthyridin-3-yl)propan-1-one). Run in C(C)#N (acetonitrile). Yields the product OC1=C(C=NC2=CC=C(N=C12)O)C(CC)=O (1-(4,6-dihydroxy-1,5-naphthyridin-3-yl)propan-1-one). RXN SMILES: [OH:1][C:2]1[C:11]2[C:6](=[CH:7][CH:8]=[C:9]([O:12]C)[N:10]=2)[N:5]=[CH:4][C:3]=1[C:14](=[O:17])[CH2:15][CH3:16].C[Si](Cl)(C)C.[I-].[Na+].S([O-])([O-])(=O)=S.[Na+].[Na+]>C(#N)C>[OH:1][C:2]1[C:11]2[C:6](=[CH:7][CH:8]=[C:9]([OH:12])[N:10]=2)[N:5]=[CH:4][C:3]=1[C:14](=[O:17])[CH2:15][CH3:16] |f:2.3,4.5.6|. Procedure details: To a suspension of 1-(4-hydroxy-6-methoxy-1,5-naphthyridin-3-yl)propan-1-one (5.2 g, 22.4 mmol) in acetonitrile (100 ml) was added trimethylsilylchloride (12 g, 112 mmol) and sodium iodide (10 g, 67 mmol) and the reaction mixture was heated at reflux for 16 h. The reaction mixture was cooled to room temperature and satd. aq. sodium thiosulfate was added. The mixture was concentrated to remove acetonitrile, diluted with brine and the solids were filtered and dried to provide the intermediate 1-(4... Reactants: COC(=O)c1cc(Cl)cc2c1NC(c1cccc(N3CCN(c4ccc(Cl)cc4)CC3)c1)C(C)(C)C2, CO, Cl, [Li+], C1CCOC1, [OH-], O, O. Product: CC1(C)Cc2cc(Cl)cc(C(=O)O)c2NC1c1cccc(N2CCN(c3ccc(Cl)cc3)CC2)c1. As a reaction SMILES: [CH3:1][O:2][C:3](=[O:4])[c:5]1[cH:6][c:7]([Cl:36])[cH:8][c:9]2[c:14]1[NH:13][CH:12]([c:15]1[cH:16][c:17]([N:21]3[CH2:22][CH2:23][N:24]([c:27]4[cH:28][cH:29][c:30]([Cl:33])[cH:31][cH:32]4)[CH2:25][CH2:26]3)[cH:18][cH:19][cH:20]1)[C:11]([CH3:34])([CH3:35])[CH2:10]2.[CH3:42][OH:43].[ClH:41].[Li+:39].[O:44]1[CH2:45][CH2:46][CH2:47][CH2:48]1.[OH-:38].[OH2:37].[OH2:40]>>[O:2]=[C:3]([OH:4])[c:5]1[cH:6][c:7]([Cl:36])[cH:8][c:9]2[c:14]1[NH:13][CH:12]([c:15]1[cH:16][c:17]([N:21]3[CH2:22][CH2:23][N:24]([c:27]4[cH:28][cH:29][c:30]([Cl:33])[cH:31][cH:32]4)[CH2:25][CH2:26]3)[cH:18][cH:19][cH:20]1)[C:11]([CH3:34])([CH3:35])[CH2:10]2. The reactants are Alkylether, amine, C(C(=O)O)NCP(=O)(O)O.CC(C)O (glyphosate IPA), MON 0139. Run in O (water). Conditions: temperature 55 celsius. Yields the product C(C(=O)O)NCP(=O)(O)O (glyphosate). Reaction SMILES: [CH2:1]([NH:5][CH2:6][P:7]([OH:10])([OH:9])=[O:8])[C:2]([OH:4])=[O:3].CC(O)C>O>[CH2:1]([NH:5][CH2:6][P:7]([OH:10])([OH:9])=[O:8])[C:2]([OH:4])=[O:3] |f:0.1|. Procedure details: Alkylether surfactant (CS-20 or Plurafac™ A-38) and amine surfactant (Ethomeen™ T/25) were added to water in a formulating vessel and the resulting mixture was heated to 55° C. for 2 hours in a shaker bath. The mixture was allowed to cool, then glyphosate IPA salt, in the form of MON 0139, was added with mild agitation to form a preliminary glyphosate/surfactant mixture. Lecithin (Avanti, 45% phospholipids) was then added to this preliminary mixture, with stirring to break up lumps. The mixture ... Reactants: Cl (HCl), [F-].[K+] (Potassium fluoride), OC=1C=C(C=CC1)C1OC2=CC=C(C=C2CC1)OC1=CC=C(C=N1)NS(=O)(=O)C (N-{6-[2-(3-hydroxy-phenyl)chroman-6-yloxy]pyridin-3-yl}methanesulfonamide), ClC1=NC=C(C=C1)[N+](=O)[O-] (2-chloro-5-nitropyridine). Run in CN(C)C=O (DMF). Conditions: temperature 120 celsius, time 30 minute. Product: [N+](=O)([O-])C=1C=CC(=NC1)OC=1C=C(C=CC1)C1OC2=CC=C(C=C2CC1)OC1=CC=C(C=N1)NS(=O)(=O)C (N-(6-{2-[3-(5-Nitropyridin-2-yloxy)phenyl]chroman-6-yloxy}pyridin-3-yl)-methanesulfonamide). Reaction SMILES: [F-].[K+].[OH:3][C:4]1[CH:5]=[C:6]([CH:10]2[CH2:19][CH2:18][C:17]3[C:12](=[CH:13][CH:14]=[C:15]([O:20][C:21]4[N:26]=[CH:25][C:24]([NH:27][S:28]([CH3:31])(=[O:30])=[O:29])=[CH:23][CH:22]=4)[CH:16]=3)[O:11]2)[CH:7]=[CH:8][CH:9]=1.Cl[C:33]1[CH:38]=[CH:37][C:36]([N+:39]([O-:41])=[O:40])=[CH:35][N:34]=1.Cl>CN(C=O)C>[N+:39]([C:36]1[CH:37]=[CH:38][C:33]([O:3][C:4]2[CH:5]=[C:6]([CH:10]3[CH2:19][CH2:18][C:17]4[C:12](=[CH:13][CH:14]=[C:15]([O:20][C:21]5[N:26]=[CH:25][C:24]([NH:27][S:28]([CH3:31])(=[O:30])=[O:29])=[CH:23][CH:22]=5)[CH:16]=4)[O:11]3)[CH:7]=[CH:8][CH:9]=2)=[N:34][CH:35]=1)([O-:41])=[O:40] |f:0.1|. Procedure details: Potassium fluoride (42 mg) was added into a solution of N-{6-[2-(3-hydroxy-phenyl)chroman-6-yloxy]pyridin-3-yl}methanesulfonamide (100 mg) in dry DMF (1 ml). After stirring the resulting mixture at 120° C. for 30 minutes 2-chloro-5-nitropyridine (40 mg) was added. The reaction mixture was stirred for a further 30 minutes at 120° C. After cooling into room temperature 1 M HCl-solution was added and formed precipitate was filtered. N-(6-{2-[3-(5-Nitropyridin-2-yloxy)phenyl]-chroman-6-yloxy}pyridin... Procedure: Compound 6a,11a-Dihydro-6H-benzo[4,5]furo[3,2-c]chromen-3-ol (100 mg, 0.42 mmol) was dissolved in DMF (5 ml) and NaH (10 mg, 0.42 mmol) was added to the solution at room temperature, followed by allyl bromide (0.07 ml, 0.84 mmol). The reaction mixture was stirred at room temperature to 6 hours and poured into iced water and neutralized with 10% HCl to get the white precipitate. Precipitate were washed with water and purified by silica gel column chromatography using hexane-chloroform as the elue... Isolated yield 49.3%. Reaction SMILES: [CH:1]1[CH:10]=[C:9]([OH:11])[CH:8]=[C:7]2[C:2]=1[CH:3]1[O:14][C:13]3[CH:15]=[CH:16][CH:17]=[CH:18][C:12]=3[CH:4]1[CH2:5][O:6]2.[H-].[Na+].[CH2:21](Br)[CH:22]=[CH2:23].Cl>CN(C=O)C.O>[CH2:23]([O:11][C:9]1[CH:8]=[C:7]2[C:2]([CH:3]3[O:14][C:13]4[CH:15]=[CH:16][CH:17]=[CH:18][C:12]=4[CH:4]3[CH2:5][O:6]2)=[CH:1][CH:10]=1)[CH:22]=[CH2:21] |f:1.2|. Yields the product C(C=C)OC1=CC=C2C3C(COC2=C1)C1=C(O3)C=CC=C1 (3-(allyloxy)-6a,11a-dihydro-6H-benzofuro[3,2-c]chromene). Starting materials: Cl (HCl), C1=C2C3C(COC2=CC(=C1)O)C1=C(O3)C=CC=C1 (6a,11a-Dihydro-6H-benzo[4,5]furo[3,2-c]chromen-3-ol), C(C=C)Br (allyl bromide), [H-].[Na+] (NaH). Run in O (water), CN(C)C=O (DMF). Product: CC(=O)NCc1ccc(C=NO)cc1. As a reaction SMILES: [C:26]([O:27][CH3:28])([CH3:29])([CH3:30])[CH3:31].[CH3:18][C:19](=[O:20])[O-:21].[CH3:22][CH2:23][OH:24].[CH:1](=[O:2])[c:3]1[cH:4][cH:5][c:6]([CH2:7][NH:8][C:9]([CH3:10])=[O:11])[cH:12][cH:13]1.[ClH:14].[NH2:15][OH:16].[Na+:17].[OH2:25]>>[CH:1]([c:3]1[cH:4][cH:5][c:6]([CH2:7][NH:8][C:9]([CH3:10])=[O:11])[cH:12][cH:13]1)=[N:15][OH:16]. Reactants: COC(C)(C)C, CC(=O)[O-], CCO, CC(=O)NCc1ccc(C=O)cc1, Cl, NO, [Na+], O.